From a dataset of the Open Reaction Database (ORD), a public repository of structured organic reaction records. describe an organic reaction: reactants, conditions, products, and yield Reactants: CC(C)C=1N=C(SC1)\C=C\C1=C(C=CC(=C1)[N+](=O)[O-])C ((E)-4-(1-methylethyl)-2-[2-(2-methyl-5-nitrophenyl)ethenyl]thiazole), O.O.[Sn](Cl)Cl (tin(II) chloride dihydrate), C(C)O (ethyl alcohol). Run in [OH-].[Na+] (sodium hydroxide). Product: CC1=C(C=C(C=C1)N)\C=C\C=1SC=C(N1)C(C)C ((E)-4-methyl-3-[2-[4-(1-methylethyl)-2-thiazolyl]ethenyl]benzenamine). Yield: 111.6%. Reaction SMILES: [CH3:1][CH:2]([C:4]1[N:5]=[C:6](/[CH:9]=[CH:10]/[C:11]2[CH:16]=[C:15]([N+:17]([O-])=O)[CH:14]=[CH:13][C:12]=2[CH3:20])[S:7][CH:8]=1)[CH3:3].O.O.[Sn](Cl)Cl.C(O)C>[OH-].[Na+]>[CH3:20][C:12]1[CH:13]=[CH:14][C:15]([NH2:17])=[CH:16][C:11]=1/[CH:10]=[CH:9]/[C:6]1[S:7][CH:8]=[C:4]([CH:2]([CH3:3])[CH3:1])[N:5]=1 |f:1.2.3,5.6|. Procedure details: A solution of 1.2 g of (E)-4-(1-methylethyl)-2-[2-(2-methyl-5-nitrophenyl)ethenyl]thiazole, 3.2 g of tin(II) chloride dihydrate and 50 ml of ethyl alcohol was heated to reflux for 2 hr. The reaction mixture was cooled in an ice bath and then diluted with 50 ml of 3N sodium hydroxide. This mixture was extracted with ethyl acetate, dried (MgSO4) and condensed in vacuo to yield 1.2 g of (E)-4-methyl-3-[2-[4-(1-methylethyl)-2-thiazolyl]ethenyl]benzenamine; m.p. 60°-61° C. from hexane.